From a dataset of the Open Reaction Database (ORD), a public repository of structured organic reaction records. describe an organic reaction: reactants, conditions, products, and yield The reactants are CCOC(=O)C(C)(C)Br, CC([O-])=[SH]Cc1cccc(OCOCc2ccccc2)c1, CO, CN(C)C=O, [Na+], [OH-], O. Product: CCOC(=O)C(C)(C)SCc1cccc(OCOCc2ccccc2)c1. Reaction SMILES: [Br:24][C:25]([C:26](=[O:27])[O:28][CH2:29][CH3:30])([CH3:31])[CH3:32].[CH2:1]([c:2]1[cH:3][cH:4][cH:5][cH:6][cH:7]1)[O:8][CH2:9][O:10][c:11]1[cH:12][c:13]([CH2:14][SH:15]=[C:16]([O-:17])[CH3:18])[cH:19][cH:20][cH:21]1.[CH3:33][OH:34].[CH3:36][N:37]([CH3:38])[CH:39]=[O:40].[Na+:23].[OH-:22].[OH2:35]>>[CH2:1]([c:2]1[cH:3][cH:4][cH:5][cH:6][cH:7]1)[O:8][CH2:9][O:10][c:11]1[cH:12][c:13]([CH2:14][S:15][C:25]([C:26](=[O:27])[O:28][CH2:29][CH3:30])([CH3:31])[CH3:32])[cH:19][cH:20][cH:21]1. The reactants are CC(C)(C)c1cc(C(F)(F)F)n[nH]1, O=C1CCC(=O)N1Cl, CN(C)C=O. Product: CC(C)(C)c1[nH]nc(C(F)(F)F)c1Cl. RXN SMILES: [C:1]([CH3:2])([CH3:3])([CH3:4])[c:5]1[cH:6][c:7]([C:10]([F:11])([F:12])[F:13])[n:8][nH:9]1.[Cl:14][N:15]1[C:16](=[O:17])[CH2:18][CH2:19][C:20]1=[O:21].[O:22]=[CH:23][N:24]([CH3:25])[CH3:26]>>[C:1]([CH3:2])([CH3:3])([CH3:4])[c:5]1[c:6]([Cl:14])[c:7]([C:10]([F:11])([F:12])[F:13])[n:8][nH:9]1. Reactants: CO (methanol), C[Mg]I (methylmagnesium iodide), C(CCC)(=O)C=1C=NC2=C(C=CC=C2C1NC1=C(C=CC=C1)C)C=O (3-butyryl-4-(2-methylphenylamino)-quinoline-8-carbaldehyde). Solvent: CCOCC (ether), ClCCl (dichloromethane), ClCCl (dichloromethane). Yields the product C(CCC)(=O)C=1C=NC2=C(C=CC=C2C1NC1=C(C=CC=C1)C)C(C)O (3-butyryl-4-(2-methylphenylamino)-8-(1-hydroxyethyl)quinoline). As a reaction SMILES: [C:1]([C:6]1[CH:7]=[N:8][C:9]2[C:14]([C:15]=1[NH:16][C:17]1[CH:22]=[CH:21][CH:20]=[CH:19][C:18]=1[CH3:23])=[CH:13][CH:12]=[CH:11][C:10]=2[CH:24]=[O:25])(=[O:5])[CH2:2][CH2:3][CH3:4].[CH3:26][Mg]I.CO>ClCCl.CCOCC>[C:1]([C:6]1[CH:7]=[N:8][C:9]2[C:14]([C:15]=1[NH:16][C:17]1[CH:22]=[CH:21][CH:20]=[CH:19][C:18]=1[CH3:23])=[CH:13][CH:12]=[CH:11][C:10]=2[CH:24]([OH:25])[CH3:26])(=[O:5])[CH2:2][CH2:3][CH3:4]. Procedure: A solution of 3-butyryl-4-(2-methylphenylamino)-quinoline-8-carbaldehyde (2.0 g, 6 mmol) in dichloromethane (100 ml) was stirred at 0° C. -5° C. and treated with a solution of methylmagnesium iodide in ether until T.L.C. (2% methanol in dichloromethane) showed that mostly new product had formed. The mixture was washed with ammonium chloride solution, dried and evaporated. Chromatography (silica gel, 0.5% methanol in dichloromethane) afforded the required 3-butyryl-4-(2-methylphenylamino)-8-(1-hy... Reported procedure: The title compound was prepared from pyrazole-4-boronic acid pinacol ester and 2-(2-chloroethyl)-1-methylpiperidine hydrochloride according to Method AC (heating to 90° C. for 6 days before addition of further 2-(2-chloroethyl)-1-methylpiperidine hydrochloride and triethylamine, then heating to 90° C. for a further 3 days) and was isolated as a brown oil (quantitative). LCMS (ES+) 320 (M+H)+, RT 1.85 minutes (Method 1). Reaction SMILES: [NH:1]1[CH:5]=[C:4]([B:6]2[O:14][C:11]([CH3:13])([CH3:12])[C:8]([CH3:10])([CH3:9])[O:7]2)[CH:3]=[N:2]1.Cl.Cl[CH2:17][CH2:18][CH:19]1[CH2:24][CH2:23][CH2:22][CH2:21][N:20]1[CH3:25]>C(N(CC)CC)C>[CH3:25][N:20]1[CH2:21][CH2:22][CH2:23][CH2:24][CH:19]1[CH2:18][CH2:17][N:2]1[CH:3]=[C:4]([B:6]2[O:7][C:8]([CH3:9])([CH3:10])[C:11]([CH3:13])([CH3:12])[O:14]2)[CH:5]=[N:1]1 |f:1.2|. The reactants are N1N=CC(=C1)B1OC(C)(C)C(C)(C)O1 (pyrazole-4-boronic acid pinacol ester), Cl.ClCCC1N(CCCC1)C (2-(2-chloroethyl)-1-methylpiperidine hydrochloride), Cl.ClCCC1N(CCCC1)C (2-(2-chloroethyl)-1-methylpiperidine hydrochloride). The product is CN1C(CCCC1)CCN1N=CC(=C1)B1OC(C(O1)(C)C)(C)C (1-Methyl-(2RS)-2-{2-[4-(4,4,5,5-tetramethyl-[1,3,2]dioxaborolan-2-yl)pyrazol-1-yl]-ethyl}piperidine). Run in C(C)N(CC)CC (triethylamine). Run at temperature 90 celsius. Product: C[Si](C)(C)OC1CC(C(=O)N2CCN(CCO)CC2)N(C(=O)OCc2ccc([N+](=O)[O-])cc2)C1. Starting materials: CC#N, C[Si](C)(C)OC1CC(C(=O)O)N(C(=O)OCc2ccc([N+](=O)[O-])cc2)C1, OCCN1CCNCC1. RXN SMILES: [CH3:36][C:37]#[N:38].[N+:1](=[O:2])([O-:3])[c:4]1[cH:5][cH:6][c:7]([CH2:8][O:9][C:10](=[O:11])[N:12]2[CH:13]([C:14](=[O:15])[OH:16])[CH2:17][CH:18]([O:20][Si:21]([CH3:22])([CH3:23])[CH3:24])[CH2:19]2)[cH:25][cH:26]1.[OH:27][CH2:28][CH2:29][N:30]1[CH2:31][CH2:32][NH:33][CH2:34][CH2:35]1>>[N+:1](=[O:2])([O-:3])[c:4]1[cH:5][cH:6][c:7]([CH2:8][O:9][C:10](=[O:11])[N:12]2[CH:13]([C:14](=[O:15])[N:33]3[CH2:32][CH2:31][N:30]([CH2:29][CH2:28][OH:27])[CH2:35][CH2:34]3)[CH2:17][CH:18]([O:20][Si:21]([CH3:22])([CH3:23])[CH3:24])[CH2:19]2)[cH:25][cH:26]1. The reactants are ClC1=C(C(=O)O)C=CC=C1 (2-chlorobenzoic acid), CC1=NC=C(C=N1)C(CN)N1CCOCCC1 (2-(2-methylpyrimidin-5-yl)-2-(1,4-oxazepan-4-yl)ethanamine). The product is ClC1=C(C(=O)NCC(N2CCOCCC2)C=2C=NC(=NC2)C)C=CC=C1 (2-chloro-N-(2-(2-methylpyrimidin-5-yl)-2-(1,4-oxazepan-4-yl)ethyl)benzamide). Reaction SMILES: [Cl:1][C:2]1[CH:10]=[CH:9][CH:8]=[CH:7][C:3]=1[C:4]([OH:6])=O.[CH3:11][C:12]1[N:17]=[CH:16][C:15]([CH:18]([N:21]2[CH2:27][CH2:26][CH2:25][O:24][CH2:23][CH2:22]2)[CH2:19][NH2:20])=[CH:14][N:13]=1>>[Cl:1][C:2]1[CH:10]=[CH:9][CH:8]=[CH:7][C:3]=1[C:4]([NH:20][CH2:19][CH:18]([C:15]1[CH:16]=[N:17][C:12]([CH3:11])=[N:13][CH:14]=1)[N:21]1[CH2:27][CH2:26][CH2:25][O:24][CH2:23][CH2:22]1)=[O:6]. Procedure: From 2-chlorobenzoic acid and 2-(2-methylpyrimidin-5-yl)-2-(1,4-oxazepan-4-yl)ethanamine. Starting materials: CCOC(C)=O, [H-], [Na+], O=C1NC(=O)C(c2ccccc2)(c2ccccc2)N1, C1CCOC1, O, O=S(=O)(Cl)c1ccc2ccccc2c1. Product: O=C1NC(c2ccccc2)(c2ccccc2)C(=O)N1S(=O)(=O)c1ccc2ccccc2c1. As a reaction SMILES: [CH3:42][CH2:43][O:44][C:45](=[O:46])[CH3:47].[H-:20].[Na+:21].[O:1]=[C:2]1[NH:3][C:4](=[O:5])[C:6]([c:8]2[cH:9][cH:10][cH:11][cH:12][cH:13]2)([c:14]2[cH:15][cH:16][cH:17][cH:18][cH:19]2)[NH:7]1.[O:37]1[CH2:38][CH2:39][CH2:40][CH2:41]1.[OH2:36].[cH:22]1[c:23]([S:32](=[O:33])(=[O:34])[Cl:35])[cH:24][cH:25][c:26]2[cH:27][cH:28][cH:29][cH:30][c:31]12>>[O:1]=[C:2]1[N:3]([S:32]([c:23]2[cH:22][c:31]3[c:26]([cH:25][cH:24]2)[cH:27][cH:28][cH:29][cH:30]3)(=[O:33])=[O:34])[C:4](=[O:5])[C:6]([c:8]2[cH:9][cH:10][cH:11][cH:12][cH:13]2)([c:14]2[cH:15][cH:16][cH:17][cH:18][cH:19]2)[NH:7]1.